Dataset: the Open Reaction Database (ORD), a public repository of structured organic reaction records. Task: describe an organic reaction: reactants, conditions, products, and yield Procedure details: In the manner given in Example 1, potassium iodide and 8-(trifluoromethyl)-1-(chloromethyl)-6-(o-chlorophenyl)-4H-s-triazolo[4,3-a][1,4]benzodiazepine in tetrahydrofuran is treated with cyclopropylamine to give 8-trifluoromethyl-1-(cyclopropylamino)methyl]-6(o-chlorophenyl)-4H-s-triazolo[4,3-a][1,4]benzodiazepine. Reaction SMILES: [I-].[K+].FC(F)(F)[C:5]1[CH:6]=[CH:7][C:8]2[N:14]3[C:15](CCl)=[N:16][N:17]=[C:13]3[CH2:12][N:11]=[C:10]([C:20]3[CH:25]=[CH:24][CH:23]=[CH:22][C:21]=3[Cl:26])[C:9]=2[CH:27]=1.C1(N)CC1>O1CCCC1>[Cl:26][C:21]1[CH:22]=[CH:23][CH:24]=[CH:25][C:20]=1[C:10]1[C:9]2[CH:27]=[CH:5][CH:6]=[CH:7][C:8]=2[N:14]2[CH:15]=[N:16][N:17]=[C:13]2[CH2:12][N:11]=1 |f:0.1|. The reactants are [I-].[K+] (potassium iodide), FC(C=1C=CC2=C(C(=NCC=3N2C(=NN3)CCl)C3=C(C=CC=C3)Cl)C1)(F)F (8-(trifluoromethyl)-1-(chloromethyl)-6-(o-chlorophenyl)-4H-s-triazolo[4,3-a][1,4]benzodiazepine), C1(CC1)N (cyclopropylamine). Product: ClC1=C(C=CC=C1)C1=NCC=2N(C3=C1C=CC=C3)C=NN2 (6(o-chlorophenyl)-4H-s-triazolo[4,3-a][1,4]benzodiazepine). The solvent is O1CCCC1 (tetrahydrofuran). The reactants are C1(=CC=CC=C1)C(C1=CC=CC=C1)OC(=O)C1=C(CS[C@H]2N1C([C@H]2N)=O)SC(SC=2N=NNC2)C(C2=CC=CC=C2)(C2=CC=CC=C2)C2=CC=CC=C2 (7β-amino-3-(trityl-1,2,3-triazol-4-ylthiomethyl-thio) -3-cephem-4-carboxylic acid diphenylmethyl ester), C(C)(C)(C)OC(=O)NC=1SC=C(N1)CC(=O)O (2-(2-t-butoxycarbonylaminothiazol-4-yl) acetic acid), CN1CCOCC1 (N- methylmorpholine), P(=O)(OC1=CC=CC=C1)(Cl)Cl (phenyl dichlorophosphate). Run in ClCCl (dichloromethane). Run at temperature -30 celsius, time 40 minute. The product is C1(=CC=CC=C1)C(C1=CC=CC=C1)OC(=O)C1=C(CS[C@H]2N1C(C2)=O)SC(SC=2N=NNC2)C(C2=CC=CC=C2)(C2=CC=CC=C2)C2=CC=CC=C2 (3-(trityl-1,2,3-triazol-4-ylthiomethylthio) -3-cephem-4- carboxylic acid diphenylmethyl ester). The yield is 103.7%. RXN SMILES: [C:1]1([CH:7]([O:14][C:15]([C:17]2[N:22]3[C:23](=[O:26])[C@@H:24](N)[C@H:21]3[S:20][CH2:19][C:18]=2[S:27][CH:28]([C:35]([C:48]2[CH:53]=[CH:52][CH:51]=[CH:50][CH:49]=2)([C:42]2[CH:47]=[CH:46][CH:45]=[CH:44][CH:43]=2)[C:36]2[CH:41]=[CH:40][CH:39]=[CH:38][CH:37]=2)[S:29][C:30]2[N:31]=[N:32][NH:33][CH:34]=2)=[O:16])[C:8]2[CH:13]=[CH:12][CH:11]=[CH:10][CH:9]=2)[CH:6]=[CH:5][CH:4]=[CH:3][CH:2]=1.C(OC(NC1SC=C(CC(O)=O)N=1)=O)(C)(C)C.CN1CCOCC1.P(Cl)(Cl)(OC1C=CC=CC=1)=O>ClCCl>[C:1]1([CH:7]([O:14][C:15]([C:17]2[N:22]3[C:23](=[O:26])[CH2:24][C@H:21]3[S:20][CH2:19][C:18]=2[S:27][CH:28]([C:35]([C:48]2[CH:53]=[CH:52][CH:51]=[CH:50][CH:49]=2)([C:42]2[CH:43]=[CH:44][CH:45]=[CH:46][CH:47]=2)[C:36]2[CH:37]=[CH:38][CH:39]=[CH:40][CH:41]=2)[S:29][C:30]2[N:31]=[N:32][NH:33][CH:34]=2)=[O:16])[C:8]2[CH:13]=[CH:12][CH:11]=[CH:10][CH:9]=2)[CH:6]=[CH:5][CH:4]=[CH:3][CH:2]=1. Procedure: To a solution of 7β-amino-3-(trityl-1,2,3-triazol-4-ylthiomethyl-thio) -3-cephem-4-carboxylic acid diphenylmethyl ester (800 mg : 1.06 mMol.) and 2-(2-t-butoxycarbonylaminothiazol-4-yl) acetic acid (287 mg : 1.11 mMol.) in dichloromethane (8 ml) cooling at -30° C. are added N- methylmorpholine (0.27 ml: 2.46 mMol.) and phenyl dichlorophosphate (0.19 ml : 1.27 mMol.), and the mixture is stirred at -30° C. for 40 minutes. The reaction mixture is quenched with 10% hydrochloric acid (1 ml), diluted ... Reactants: CO, COC(C)OCOC(CCS(=O)(=O)c1ccc(S(N)(=O)=O)s1)c1ccccc1, O, O=S(=O)(O)O. Yields the product NS(=O)(=O)c1ccc(S(=O)(=O)CCC(O)c2ccccc2)s1. As a reaction SMILES: [CH3:35][OH:36].[CH3:6][O:7][CH:8]([O:9][CH2:10][O:12][CH:13]([CH2:14][CH2:15][S:16](=[O:17])(=[O:18])[c:19]1[cH:20][cH:21][c:22]([S:24](=[O:25])(=[O:26])[NH2:27])[s:23]1)[c:28]1[cH:29][cH:30][cH:31][cH:32][cH:33]1)[CH3:11].[OH2:34].[S:1](=[O:2])(=[O:3])([OH:4])[OH:5]>>[OH:12][CH:13]([CH2:14][CH2:15][S:16](=[O:17])(=[O:18])[c:19]1[cH:20][cH:21][c:22]([S:24](=[O:25])(=[O:26])[NH2:27])[s:23]1)[c:28]1[cH:29][cH:30][cH:31][cH:32][cH:33]1. Reactants: [OH-].[Na+] (sodium hydroxide), ClC1=CC=C(C=C1)N1C=NC(=C(C1=O)C(=O)O)C (1-(4-chlorophenyl)-1,6-dihydro-4-methyl-6-oxopyrimidine-5-carboxylic acid). Run in CO (methanol). Product: ClC1=CC=C(C=C1)N1C=NC(=C(C1=O)C(=O)[O-])C.[Na+] (sodium 1-(4-chlorophenyl)-1,6-dihydro-4-methyl-6-oxopyrimidine-5-carboxylate). RXN SMILES: [OH-].[Na+:2].[Cl:3][C:4]1[CH:9]=[CH:8][C:7]([N:10]2[C:15](=[O:16])[C:14]([C:17]([OH:19])=[O:18])=[C:13]([CH3:20])[N:12]=[CH:11]2)=[CH:6][CH:5]=1>CO>[Cl:3][C:4]1[CH:5]=[CH:6][C:7]([N:10]2[C:15](=[O:16])[C:14]([C:17]([O-:19])=[O:18])=[C:13]([CH3:20])[N:12]=[CH:11]2)=[CH:8][CH:9]=1.[Na+:2] |f:0.1,4.5|. Reported procedure: To 5 ml of 1.0 N aqueous sodium hydroxide solution (5.0 mmoles) diluted with 50 ml of methanol is added one equivalent of 1-(4-chlorophenyl)-1,6-dihydro-4-methyl-6-oxopyrimidine-5-carboxylic acid prepared as in Example 2. After stirring for a short time the resulting slurry (pH 7-8) is evaporated in vacuo. The solid residue is slurried in ether and isolated by vacuum filtration. Drying gives a quantitative yield of sodium 1-(4-chlorophenyl)-1,6-dihydro-4-methyl-6-oxopyrimidine-5-carboxylate, m.p... Reactants: CI (MeI), OOS(=O)[O-].[K+] (Oxone), FC=1C=C2C(=C(C(=NC2=CC1)C1=CC(=CC=C1)C(F)(F)F)C)C(=O)O (6-Fluoro-3-methyl-2-[3-(trifluoromethyl)phenyl]-4-quinolinecarboxylic acid), [OH-].[K+] (KOH), CC(C)[S-].[Na+] (sodium 2-propanethiolate). Solvent: O (water), O (water), O (water), CO (Methanol). Conditions: temperature 100 celsius, time 8 hour. The product is CC=1C(=NC2=CC=C(C=C2C1C(=O)OC)S(=O)(=O)C(C)C)C1=CC(=CC=C1)C(F)(F)F (methyl 3-methyl-6-[(1-methylethyl)sulfonyl]-2-[3-(trifluoromethyl)phenyl]-4-quinolinecarboxylate). The yield is 97.9%. RXN SMILES: F[C:2]1[CH:3]=[C:4]2[C:9](=[CH:10][CH:11]=1)[N:8]=[C:7]([C:12]1[CH:17]=[CH:16][CH:15]=[C:14]([C:18]([F:21])([F:20])[F:19])[CH:13]=1)[C:6]([CH3:22])=[C:5]2[C:23]([OH:25])=[O:24].[OH-].[K+].[CH3:28][CH:29]([S-])[CH3:30].[Na+].[CH3:33]I.O[O:36][S:37]([O-:39])=O.[K+]>O.CO>[CH3:22][C:6]1[C:7]([C:12]2[CH:17]=[CH:16][CH:15]=[C:14]([C:18]([F:19])([F:21])[F:20])[CH:13]=2)=[N:8][C:9]2[C:4]([C:5]=1[C:23]([O:25][CH3:33])=[O:24])=[CH:3][C:2]([S:37]([CH:29]([CH3:30])[CH3:28])(=[O:39])=[O:36])=[CH:11][CH:10]=2 |f:1.2,3.4,6.7|. Procedure details: 6-Fluoro-3-methyl-2-[3-(trifluoromethyl)phenyl]-4-quinolinecarboxylic acid (90 g, 258 mmol) was treated with KOH (14.48 g, 258 mmol) in water. The solution was concentrated and azeotroped with toluene (three times). The resulting solid was dissolved in dimethyl sulfoxide (1 L) and sodium 2-propanethiolate (57.0 g, 581 mmol) was added. The mixture was heated to 100° C. and stirred overnight. The solution was cooled to room temperature and MeI (0.048 L, 774 mmol) was added. After stirring for 1 h,... Starting materials: BrCCCc1cc2c(cc1OCc1ccccc1)CC(CCc1ccccc1)O2, CN(C)C=O, Cl, [H-], [Na+], Oc1ccccc1. Yields the product c1ccc(CCC2Cc3cc(OCc4ccccc4)c(CCCOc4ccccc4)cc3O2)cc1. Reaction SMILES: [Br:10][CH2:11][CH2:12][CH2:13][c:14]1[cH:15][c:16]2[c:17]([cH:29][c:30]1[O:31][CH2:32][c:33]1[cH:34][cH:35][cH:36][cH:37][cH:38]1)[CH2:18][CH:19]([CH2:21][CH2:22][c:23]1[cH:24][cH:25][cH:26][cH:27][cH:28]1)[O:20]2.[CH3:40][N:41]([CH3:42])[CH:43]=[O:44].[ClH:39].[H-:8].[Na+:9].[OH:1][c:2]1[cH:3][cH:4][cH:5][cH:6][cH:7]1>>[O:1]([c:2]1[cH:3][cH:4][cH:5][cH:6][cH:7]1)[CH2:11][CH2:12][CH2:13][c:14]1[cH:15][c:16]2[c:17]([cH:29][c:30]1[O:31][CH2:32][c:33]1[cH:34][cH:35][cH:36][cH:37][cH:38]1)[CH2:18][CH:19]([CH2:21][CH2:22][c:23]1[cH:24][cH:25][cH:26][cH:27][cH:28]1)[O:20]2. Reactants: BrC1=CC=C2C=CC(=NC2=C1CBr)OC (7-bromo-8-bromomethyl-2-(methyloxy)quinoline), C(=O)(O)[O-].[Na+] (NaHCO3). The solvent is CC(=O)C.O (acetone water). Product: BrC1=CC=C2C=CC(=NC2=C1CO)OC ((7-bromo-2-methoxy-quinolin-8-yl)-methanol). The yield is 56.0%. As a reaction SMILES: [Br:1][C:2]1[C:11]([CH2:12]Br)=[C:10]2[C:5]([CH:6]=[CH:7][C:8]([O:14][CH3:15])=[N:9]2)=[CH:4][CH:3]=1.C([O-])(O)=[O:17].[Na+]>CC(C)=O.O>[Br:1][C:2]1[C:11]([CH2:12][OH:17])=[C:10]2[C:5]([CH:6]=[CH:7][C:8]([O:14][CH3:15])=[N:9]2)=[CH:4][CH:3]=1 |f:1.2,3.4|. Procedure details: A suspension of 7-bromo-8-bromomethyl-2-(methyloxy)quinoline (35.2 g; prepared according to WO 2007/081597; containing 20% of debrominated compound) in acetone/water (1:1; 860 mL) was refluxed for 6 h in presence of NaHCO3 (14.63 g). The org. solvent was removed under reduced pressure and the residue was extracted with EA. The org. layer was washed with brine and dried over Na2SO4. The solvent was then evaporated and the residue was crystallized from TBDME, affording an off-white solid (16.0 g; ... Starting materials: FC=1C=C2C(C(=CN(C2=C(C1F)F)C1C(C1)C)C(=O)O)=O (6,7,8-trifluoro-1,4-dihydro-1-(2-methylcyclopropyl)-4-oxo-3-quinolinecarboxylic acid), 1,8-diazobicyclo[5.4.0]undec-7-ene, C(C)NCC1CNCC1 (3-[(ethylamino)methyl]pyrrolidine). The solvent is C(C)#N (acetonitrile). Yields the product C(C)NCC1CN(CC1)C1=C(C=C2C(C(=CN(C2=C1F)C1C(C1)C)C(=O)O)=O)F (7-[3-[(ethylamino)methyl]-1-pyrrolidinyl]-6,8-difluoro-1,4-dihydro-1-(2-methylcyclopropyl)-4-oxo-3-quinolinecarboxylic acid). Yield: 80.6%. RXN SMILES: [F:1][C:2]1[CH:3]=[C:4]2[C:9](=[C:10]([F:13])[C:11]=1F)[N:8]([CH:14]1[CH2:16][CH:15]1[CH3:17])[CH:7]=[C:6]([C:18]([OH:20])=[O:19])[C:5]2=[O:21].[CH2:22]([NH:24][CH2:25][CH:26]1[CH2:30][CH2:29][NH:28][CH2:27]1)[CH3:23]>C(#N)C>[CH2:22]([NH:24][CH2:25][CH:26]1[CH2:30][CH2:29][N:28]([C:11]2[C:10]([F:13])=[C:9]3[C:4]([C:5](=[O:21])[C:6]([C:18]([OH:20])=[O:19])=[CH:7][N:8]3[CH:14]3[CH2:16][CH:15]3[CH3:17])=[CH:3][C:2]=2[F:1])[CH2:27]1)[CH3:23]. Reported procedure: To 0.75 g (2.57 mmol) of 6,7,8-trifluoro-1,4-dihydro-1-(2-methylcyclopropyl)-4-oxo-3-quinolinecarboxylic acid in 15 ml of acetonitrile was added 0.38 g (2.57 mmol) of 1,8-diazobicyclo[5.4.0]undec-7-ene and 0.32 g (2.57 mmol) of 3-[(ethylamino)methyl]pyrrolidine. The mixture was refluxed for two hours, cooled, filtered, and the solids washed with ether to give 0.84 g of 7-[3-[(ethylamino)methyl]-1-pyrrolidinyl]-6,8-difluoro-1,4-dihydro-1-(2-methylcyclopropyl)-4-oxo-3-quinolinecarboxylic acid, mp ... Starting materials: C(C1=CC=CC=C1)N1CC(CC1)=O (1-benzylpyrrolidin-3-one), C[Mg+].[Br-] (MeMgBr). The solvent is C1CCOC1 (THF). Conditions: time 5 minute. Yields the product C(C1=CC=CC=C1)N1CC(CC1)(O)C ((+/−)1-benzyl-3-methylpyrrolidin-3-ol). Isolated yield 56.0%. RXN SMILES: [CH2:1]([N:8]1[CH2:12][CH2:11][C:10](=[O:13])[CH2:9]1)[C:2]1[CH:7]=[CH:6][CH:5]=[CH:4][CH:3]=1.[CH3:14][Mg+].[Br-]>C1COCC1>[CH2:1]([N:8]1[CH2:12][CH2:11][C:10]([CH3:14])([OH:13])[CH2:9]1)[C:2]1[CH:3]=[CH:4][CH:5]=[CH:6][CH:7]=1 |f:1.2|. Procedure details: A solution of 1-benzylpyrrolidin-3-one (9.98 g, 57.0 mmol) in THF (57.0 mL) at −20° C. was added to 1.4M MeMgBr (85.4 mL, 120 mmol). When addition was complete, the ice bath was removed and the reaction was allowed to warm to ambient temperature and then quenched with water (200 mL). The mixture was diluted with saturated NH4Cl (200 mL) and ethyl acetate (300 mL) and stirred vigorously for 5 minutes. An inseparable emulsion formed with fine particulates. The reaction mixture was filtered under v...